From a dataset of the Open Reaction Database (ORD), a public repository of structured organic reaction records. describe an organic reaction: reactants, conditions, products, and yield The product is N1=CC=C2N=C3CCCC3=C(N12)C1=CC(=C(C=C1)O)I (4-(6,7-dihydro-5H-1,4,8a-triaza-s-indacen-8-yl)-2-iodo-phenol). Reactants: [O-]Cl.[Na+] (NaOCl), [Na+].[I-] (NaI), [OH-].[Na+] (NaOH), N1=CC=C2N=C3CCCC3=C(N12)C1=CC=C(C=C1)O (4-(6,7-Dihydro-5H-1,4,8a-triaza-s-indacen-8-yl)-phenol). Conditions: temperature 0 celsius, time 1 hour. Procedure: 4-(6,7-Dihydro-5H-1,4,8a-triaza-s-indacen-8-yl)-phenol (500 mg, 0.002 mmol) was dissolved in methanol (10 mL) followed by addition of NaI (368 mg, 2.45 mmol) and NaOH (98 mg, 2.45 mmol). The solution was cooled to 0° C. followed by dropwise addition of NaOCl (5.25% aq, 3.8 ml) over 3 minutes. The reaction mixture was stirred at 0° C. for 1 hour followed by warming to room temperature and quenching with sodium thiosulphate (saturated. aq., 6 ml). The pH of the reaction was adjusted to ˜7 by addit... As a reaction SMILES: [N:1]1[N:12]2[C:4]([N:5]=[C:6]3[C:10](=[C:11]2[C:13]2[CH:18]=[CH:17][C:16]([OH:19])=[CH:15][CH:14]=2)[CH2:9][CH2:8][CH2:7]3)=[CH:3][CH:2]=1.[Na+].[I-:21].[OH-].[Na+].[O-]Cl.[Na+]>CO>[N:1]1[N:12]2[C:4]([N:5]=[C:6]3[C:10](=[C:11]2[C:13]2[CH:18]=[CH:17][C:16]([OH:19])=[C:15]([I:21])[CH:14]=2)[CH2:9][CH2:8][CH2:7]3)=[CH:3][CH:2]=1 |f:1.2,3.4,5.6|. Run in CO (methanol). Reactants: ClC(Cl)Cl, OC(c1ccccc1)c1ccc(OC(F)F)cc1, O=S(Cl)Cl. Product: FC(F)Oc1ccc(C(Cl)c2ccccc2)cc1. RXN SMILES: [CH:23]([Cl:24])([Cl:25])[Cl:26].[F:1][CH:2]([O:3][c:4]1[cH:5][cH:6][c:7]([CH:8]([c:9]2[cH:10][cH:11][cH:12][cH:13][cH:14]2)[OH:15])[cH:16][cH:17]1)[F:18].[S:19]([Cl:20])([Cl:21])=[O:22]>>[F:1][CH:2]([O:3][c:4]1[cH:5][cH:6][c:7]([CH:8]([c:9]2[cH:10][cH:11][cH:12][cH:13][cH:14]2)[Cl:21])[cH:16][cH:17]1)[F:18].